This data is from the Open Reaction Database (ORD), a public repository of structured organic reaction records. The task is: describe an organic reaction: reactants, conditions, products, and yield Reactants: [OH-].[Na+] (NaOH), C(C)OC(C(C)(C)N1C=NC=C1)=O (2-imidazol-1-yl-2-methyl-propionic acid ethyl ester), Cl (HCl). Procedure: 1.54 g of 2-imidazol-1-yl-2-methyl-propionic acid ethyl ester [73828-88-3] are dissolved in 20 ml of methanol. 20 ml of a 3M NaOH are added and the mixture is stirred for 16 hours at 60° C. The reaction mixture is then neutralised with 1M HCl and concentrated by evaporation. The title compound is identified from the residue by means of flash chromatography (SiO2 60F) based on its Rf value. RXN SMILES: C([O:3][C:4](=[O:13])[C:5]([N:8]1[CH:12]=[CH:11][N:10]=[CH:9]1)([CH3:7])[CH3:6])C.[OH-].[Na+].Cl>CO>[N:8]1([C:5]([CH3:7])([CH3:6])[C:4]([OH:13])=[O:3])[CH:12]=[CH:11][N:10]=[CH:9]1 |f:1.2|. The product is N1(C=NC=C1)C(C(=O)O)(C)C (2-Imidazol-1-yl-2-methyl-propionic acid). Run in CO (methanol). Run at temperature 60 celsius, time 16 hour.